This data is from the Open Reaction Database (ORD), a public repository of structured organic reaction records. The task is: describe an organic reaction: reactants, conditions, products, and yield Starting materials: Cc1cnc(C)c(C)c1, O=C(OO)c1cccc(Cl)c1, ClCCl, [Na+], [OH-]. The product is Cc1cnc(C=O)c(C)c1. RXN SMILES: [CH3:1][c:2]1[n:3][cH:4][c:5]([CH3:9])[cH:6][c:7]1[CH3:8].[Cl:10][c:11]1[cH:12][cH:13][cH:14][c:15]([C:16]([O:17][OH:19])=[O:18])[cH:20]1.[Cl:23][CH2:24][Cl:25].[Na+:22].[OH-:21]>>[CH:1]([c:2]1[n:3][cH:4][c:5]([CH3:9])[cH:6][c:7]1[CH3:8])=[O:18]. Starting materials: NC12CCC(CC1)(CC2)C(=O)OC(C)(C)C (t-butyl 4-aminobicyclo[2.2.2]octane-1-carboxylate), BrCC(=O)N1[C@@H](CCC1)C#N ((2S)-1-(2-bromoacetyl)pyrrolidine-2-carbonitrile). Product: C(C)(C)(C)OC(=O)C12CCC(CC1)(CC2)NCC(=O)N2[C@@H](CCC2)C#N ((2S)-1-[[N-(4-t-butoxycarbonylbicyclo[2.2.2]oct-1-yl)amino]acetyl]pyrrolidine-2-carbonitrile). Isolated yield 65.1%. As a reaction SMILES: [NH2:1][C:2]12[CH2:9][CH2:8][C:5]([C:10]([O:12][C:13]([CH3:16])([CH3:15])[CH3:14])=[O:11])([CH2:6][CH2:7]1)[CH2:4][CH2:3]2.Br[CH2:18][C:19]([N:21]1[CH2:25][CH2:24][CH2:23][C@H:22]1[C:26]#[N:27])=[O:20]>>[C:13]([O:12][C:10]([C:5]12[CH2:4][CH2:3][C:2]([NH:1][CH2:18][C:19]([N:21]3[CH2:25][CH2:24][CH2:23][C@H:22]3[C:26]#[N:27])=[O:20])([CH2:9][CH2:8]1)[CH2:7][CH2:6]2)=[O:11])([CH3:16])([CH3:15])[CH3:14]. Procedure: In a similar manner to Example 2, t-butyl 4-aminobicyclo[2.2.2]octane-1-carboxylate (100 mg) and (2S)-1-(2-bromoacetyl)pyrrolidine-2-carbonitrile (90.0 mg) were used to obtain (2S)-1-[[N-(4-t-butoxycarbonylbicyclo[2.2.2]oct-1-yl)amino]acetyl]pyrrolidine-2-carbonitrile (97.6 mg). The reactants are O=C([O-])[O-], CN1CCCC1=O, [Cs+], [Cs+], Fc1ccccn1, O, O=Cc1ccc[nH]1. Product: O=Cc1cccn1-c1ccccn1. As a reaction SMILES: [C:15](=[O:16])([O-:17])[O-:18].[CH3:21][N:22]1[CH2:23][CH2:24][CH2:25][C:26]1=[O:27].[Cs+:19].[Cs+:20].[F:8][c:9]1[n:10][cH:11][cH:12][cH:13][cH:14]1.[OH2:28].[nH:1]1[c:2]([CH:6]=[O:7])[cH:3][cH:4][cH:5]1>>[n:1]1(-[c:9]2[n:10][cH:11][cH:12][cH:13][cH:14]2)[c:2]([CH:6]=[O:7])[cH:3][cH:4][cH:5]1. Reactants: CN(CCN1C(=NC2=C1C=CC(=C2)S(=O)(=O)CC2CCN(CC2)C(=O)C=2C=NNC2)CC(C)(C)C)C ((4-((1-(2-(dimethylamino)ethyl)-2-neopentyl-1H-benzo[d]imidazol-5-ylsulfonyl)methyl)piperidin-1-yl)(1H-pyrazol-4-yl)methanone), Cl (hydrogen chloride), C(C)(=O)OCC (ethyl acetate), CO (methanol). The solvent is C(C)O (ethanol). Conditions: temperature 85 celsius. Yields the product Cl.CN(CCN1C(=NC2=C1C=CC(=C2)S(=O)(=O)CC2CCN(CC2)C(=O)C=2C=NNC2)CC(C)(C)C)C ((4-((1-(2-(dimethylamino)ethyl)-2-neopentyl-1H-benzo[d]imidazol-5-ylsulfonyl)methyl)piperidin-1-yl)(1H-pyrazol-4-yl)methanone hydrochloride). Isolated yield 38.0%. RXN SMILES: [CH3:1][N:2]([CH3:36])[CH2:3][CH2:4][N:5]1[C:9]2[CH:10]=[CH:11][C:12]([S:14]([CH2:17][CH:18]3[CH2:23][CH2:22][N:21]([C:24]([C:26]4[CH:27]=[N:28][NH:29][CH:30]=4)=[O:25])[CH2:20][CH2:19]3)(=[O:16])=[O:15])=[CH:13][C:8]=2[N:7]=[C:6]1[CH2:31][C:32]([CH3:35])([CH3:34])[CH3:33].[ClH:37].C(OCC)(=O)C.CO>C(O)C>[ClH:37].[CH3:1][N:2]([CH3:36])[CH2:3][CH2:4][N:5]1[C:9]2[CH:10]=[CH:11][C:12]([S:14]([CH2:17][CH:18]3[CH2:23][CH2:22][N:21]([C:24]([C:26]4[CH:30]=[N:29][NH:28][CH:27]=4)=[O:25])[CH2:20][CH2:19]3)(=[O:16])=[O:15])=[CH:13][C:8]=2[N:7]=[C:6]1[CH2:31][C:32]([CH3:34])([CH3:33])[CH3:35] |f:5.6|. Procedure details: To a solution of (4-((1-(2-(dimethylamino)ethyl)-2-neopentyl-1H-benzo[d]imidazol-5-ylsulfonyl)methyl)piperidin-1-yl)(1H-pyrazol-4-yl)methanone (STEP D, 450 mg, 0.874 mmol) in ethanol (2 mL) was added 4 mol/L hydrogen chloride in ethyl acetate solution (215 microL, 0.869 mmol). To the resulting suspension was added methanol (2 mL) and the whole was heated at 85° C. for 20 min. The resulting suspension was cooled to 0° C. The white solid was isolated with filtration, to give the title compound (18... Reactants: CC(C)=O, CSc1nc(Cl)c(C(O)C2CCCC2)c(Cl)n1. Product: CSc1nc(Cl)c(C(=O)C2CCCC2)c(Cl)n1. As a reaction SMILES: [CH3:18][C:19](=[O:20])[CH3:21].[CH:1]1([CH:6]([OH:7])[c:8]2[c:9]([Cl:17])[n:10][c:11]([S:15][CH3:16])[n:12][c:13]2[Cl:14])[CH2:2][CH2:3][CH2:4][CH2:5]1>>[CH:1]1([C:6](=[O:7])[c:8]2[c:9]([Cl:17])[n:10][c:11]([S:15][CH3:16])[n:12][c:13]2[Cl:14])[CH2:2][CH2:3][CH2:4][CH2:5]1. Reactants: COC(=O)C(Cc1ccc(Oc2ccnc(C)c2C)cc1)NC(=O)C1Cc2cc3c(cc2CN1)OC(c1ccc(OCc2ccc(Cl)c(Cl)c2)cc1)CO3, C, Cl, Cl, O=S(=O)(Cl)Cl. The product is COC(=O)C(Cc1ccc(Oc2ccnc(C)c2C)cc1)NC(=O)C1Cc2cc3c(cc2CN1S(C)(=O)=O)OC(c1ccc(OCc2ccc(Cl)c(Cl)c2)cc1)CO3. RXN SMILES: [CH3:3][O:4][C:5]([CH:6]([CH2:7][c:8]1[cH:9][cH:10][c:11]([O:14][c:15]2[c:16]([CH3:22])[c:17]([CH3:21])[n:18][cH:19][cH:20]2)[cH:12][cH:13]1)[NH:23][C:24](=[O:25])[CH:26]1[NH:27][CH2:28][c:29]2[cH:30][c:31]3[c:32]([cH:33][c:34]2[CH2:35]1)[O:36][CH2:37][CH:38]([c:40]1[cH:41][cH:42][c:43]([O:46][CH2:47][c:48]2[cH:49][c:50]([Cl:55])[c:51]([Cl:54])[cH:52][cH:53]2)[cH:44][cH:45]1)[O:39]3)=[O:56].[CH4:62].[ClH:1].[ClH:2].[S:57](=[O:58])(=[O:59])([Cl:60])[Cl:61]>>[CH3:3][O:4][C:5]([CH:6]([CH2:7][c:8]1[cH:9][cH:10][c:11]([O:14][c:15]2[c:16]([CH3:22])[c:17]([CH3:21])[n:18][cH:19][cH:20]2)[cH:12][cH:13]1)[NH:23][C:24](=[O:25])[CH:26]1[N:27]([S:57](=[O:58])(=[O:59])[CH3:62])[CH2:28][c:29]2[cH:30][c:31]3[c:32]([cH:33][c:34]2[CH2:35]1)[O:36][CH2:37][CH:38]([c:40]1[cH:41][cH:42][c:43]([O:46][CH2:47][c:48]2[cH:49][c:50]([Cl:55])[c:51]([Cl:54])[cH:52][cH:53]2)[cH:44][cH:45]1)[O:39]3)=[O:56]. Reactants: [K+].[Br-] (KBr), OC=1C=C(C(=O)O)C=C(C1)O (3,5-dihydroxy benzoic acid), 1, S(O)(O)(=O)=O (sulphuric acid), C(C)O (ethanol). The product is C(C)OC(C1=CC(=CC(=C1)O)O)=O (Ethyl-3,5-dihydroxy-benzoate). Reaction SMILES: [OH:1][C:2]1[CH:3]=[C:4]([CH:8]=[C:9]([OH:11])[CH:10]=1)[C:5]([OH:7])=[O:6].S(=O)(=O)(O)O.[K+].[Br-].[CH2:19](O)[CH3:20]>>[CH2:19]([O:6][C:5](=[O:7])[C:4]1[CH:3]=[C:2]([OH:1])[CH:10]=[C:9]([OH:11])[CH:8]=1)[CH3:20] |f:2.3|. Procedure details: To a solution of 3,5-dihydroxy benzoic acid, 1 (19 g, 123 mmol) in dry ethanol (250 mL) was added 2-3 mL of concentrated sulphuric acid drop wise and refluxed for 8 h. Ethanol was evaporated on rotavapor, diluted with water and extracted with ether. Combined ethereal layers were again washed with saturated sodium bicarbonate solution, water and dried over sodium sulphate, filtered and evaporated to dryness to afford 3. Yield 16.8 g (75%); mp 128-130° C.; MS (FAB) 183 (M++1); IR (KBr) 3496, 1819,... Yields the product O=C(N1CCN(S(=O)(=O)c2cc(F)ccc2CBr)CC1)C(F)(F)F. Starting materials: ClC(Cl)(Cl)Cl, Cc1ccc(F)cc1S(=O)(=O)N1CCN(C(=O)C(F)(F)F)CC1, CC(C)(C#N)N=NC(C)(C)C#N, O=C1CCC(=O)N1Br. As a reaction SMILES: [Cl:44][C:45]([Cl:46])([Cl:47])[Cl:48].[F:1][C:2]([C:3](=[O:4])[N:5]1[CH2:6][CH2:7][N:8]([S:11](=[O:12])(=[O:13])[c:14]2[c:15]([CH3:21])[cH:16][cH:17][c:18]([F:20])[cH:19]2)[CH2:9][CH2:10]1)([F:22])[F:23].[N:24]#[C:25][C:26]([N:27]=[N:28][C:29]([C:30]#[N:31])([CH3:32])[CH3:33])([CH3:34])[CH3:35].[O:36]=[C:37]1[N:38]([Br:43])[C:39](=[O:40])[CH2:41][CH2:42]1>>[F:1][C:2]([C:3](=[O:4])[N:5]1[CH2:6][CH2:7][N:8]([S:11](=[O:12])(=[O:13])[c:14]2[c:15]([CH2:21][Br:43])[cH:16][cH:17][c:18]([F:20])[cH:19]2)[CH2:9][CH2:10]1)([F:22])[F:23]. Starting materials: N1=CC=CC=C1 (Pyridine), ClC=1C=C(C#N)C=C(C1)OC1=C(C=CC=2N(N=NC21)CC2=NNC1=NC=CC=C12)Cl (3-chloro-5-{[5-chloro-1-(1H-pyrazolo[3,4-b]pyridin-3-ylmethyl)-1H-1,2,3-benzotriazol-4-yl]oxy}benzonitrile), C(C)(C)N(CC)C(C)C (diisopropyl ethylamine), [Cl-].C(C)(C)(C)OC(=O)NCC[NH2+]C (2-[(tert-Butoxycarbonyl)amino]-N-methylethanaminium chloride), ClC(Cl)(OC(OC(Cl)(Cl)Cl)=O)Cl (triphosgene), C(C)(C)N(CC)C(C)C (diisopropyl ethylamine). Solvent: C(Cl)Cl (DCM), ClCCl (dichloromethane). Reaction conditions: temperature 0 celsius. The product is ClC1=C(C2=C(N(N=N2)CC2=NN(C3=NC=CC=C32)C(=O)N(CCNC(OC(C)(C)C)=O)C)C=C1)OC1=CC(=CC(=C1)C#N)Cl (tert-butyl {2-[[(3-{[5-chloro-4-(3-chloro-5-cyanophenoxy)-1H-1,2,3-benzotriazol-1-yl]methyl}-1H-pyrazolo[3,4-b]pyridin-1-yl)carbonyl](methyl)amino]ethyl}carbamate). Reaction SMILES: [N:1]1[CH:6]=[CH:5]C=C[CH:2]=1.[Cl:7][C:8]1[CH:9]=[C:10]([CH:13]=[C:14]([O:16][C:17]2[C:25]3[N:24]=[N:23][N:22]([CH2:26][C:27]4[C:35]5[C:30](=[N:31][CH:32]=[CH:33][CH:34]=5)[NH:29][N:28]=4)[C:21]=3[CH:20]=[CH:19][C:18]=2[Cl:36])[CH:15]=1)[C:11]#[N:12].Cl[C:38](Cl)([O:40]C(=O)OC(Cl)(Cl)Cl)Cl.C(N(C(C)C)CC)(C)C.[Cl-].[C:59]([O:63][C:64]([NH:66]CC[NH2+]C)=[O:65])([CH3:62])([CH3:61])[CH3:60]>C(Cl)Cl>[Cl:36][C:18]1[CH:19]=[CH:20][C:21]2[N:22]([CH2:26][C:27]3[C:35]4[C:30](=[N:31][CH:32]=[CH:33][CH:34]=4)[N:29]([C:38]([N:1]([CH3:2])[CH2:6][CH2:5][NH:66][C:64](=[O:65])[O:63][C:59]([CH3:62])([CH3:61])[CH3:60])=[O:40])[N:28]=3)[N:23]=[N:24][C:25]=2[C:17]=1[O:16][C:14]1[CH:13]=[C:10]([C:11]#[N:12])[CH:9]=[C:8]([Cl:7])[CH:15]=1 |f:4.5|. Reported procedure: Pyridine (0.061 mL, 0.756 mmol) was added to a suspension of 3-chloro-5-{[5-chloro-1-(1H-pyrazolo[3,4-b]pyridin-3-ylmethyl)-1H-1,2,3-benzotriazol-4-yl]oxy}benzonitrile (165 mg, 0.378 mmol) in DCM (10 mL) at 0° C., followed by the addition in a single charge of triphosgene (45 mg, 0.151 mmol) as a solid, and then by the addition of diisopropyl ethylamine (0.198 mL, 1.135 mmol). This suspension was allowed to stir at 0° C. until a solution was achieved. 2-[(tert-Butoxycarbonyl)amino]-N-methylethan...